Dataset: the Open Reaction Database (ORD), a public repository of structured organic reaction records. Task: describe an organic reaction: reactants, conditions, products, and yield The reactants are N1([C@H](C(=O)O)CCC1)C(=O)OC(C)(C)C (BocProOH), ON1C(CCC1=O)=O (N-hydroxysuccinimide), C1(CCCCC1)N=C=NC1CCCCC1 (dicyclohexylcarbodiimide). Product: N1([C@H](C(=O)ON2C(=O)CCC2=O)CCC1)C(=O)OC(C)(C)C (BocProOSu). Isolated yield 75.0%. As a reaction SMILES: [N:1]1([C:9]([O:11][C:12]([CH3:15])([CH3:14])[CH3:13])=[O:10])[CH2:8][CH2:7][CH2:6][C@H:2]1[C:3]([OH:5])=[O:4].O[N:17]1[C:21](=[O:22])[CH2:20][CH2:19][C:18]1=[O:23].C1(N=C=NC2CCCCC2)CCCCC1>>[N:1]1([C:9]([O:11][C:12]([CH3:15])([CH3:14])[CH3:13])=[O:10])[CH2:8][CH2:7][CH2:6][C@H:2]1[C:3]([O:5][N:17]1[C:21](=[O:22])[CH2:20][CH2:19][C:18]1=[O:23])=[O:4]. Procedure details: Condesation of BocProOH (6.46 g.) and N-hydroxysuccinimide (3.5 g.) using dicyclohexylcarbodiimide gave BocProOSu in 75% yield. Condensation of BocProOSu (5.0 g.) and HDPheOH (2.75 g.) by the salt coupling method gave BocPro-DPheOH in 67% yield. Condensation of BocPro-DPheOH (3.98 g.) and HPheOMe hydrochloride salt (2.4 g.) using dicyclohexylcarbodiimide and N-hydroxysuccinimide gave BocPro-DPhe-PheOMe in 74% yield. Hydrazinolysis of Boc-Pro-DPhe-PheOMe (3.14 g.) gave BocPro-DPhe-PheNHNH2 in 79%...